Dataset: the Open Reaction Database (ORD), a public repository of structured organic reaction records. Task: describe an organic reaction: reactants, conditions, products, and yield The reactants are NC1=CC(=NC=C1S(=O)(=O)NC(C)=O)Cl (4-amino-5-acetylaminosulfonyl-2- chloropyridine), C (charcoal). Run in C(=O)(O)[O-].[Na+] (NaHCO3). Product: ClC1=CC=2NC(=NS(C2C=N1)(=O)=O)C (6-CHLORO-3-METHYL-4H-PYRIDO[4,3-e] [1,2,4]THIADIAZINE 1,1-DIOXIDE). As a reaction SMILES: [NH2:1][C:2]1[C:7]([S:8]([NH:11][C:12](=O)[CH3:13])(=[O:10])=[O:9])=[CH:6][N:5]=[C:4]([Cl:15])[CH:3]=1.C>C([O-])(O)=O.[Na+]>[Cl:15][C:4]1[N:5]=[CH:6][C:7]2[S:8](=[O:10])(=[O:9])[N:11]=[C:12]([CH3:13])[NH:1][C:2]=2[CH:3]=1 |f:2.3|. Reported procedure: 0.2 g of 4-amino-5-acetylaminosulfonyl-2- chloropyridine (Preparation 19) is introduced into an open round-bottomed flask placed on an oil bath at 240° C. The temperature of the oil bath is brought over a period of a half-hour from 240° C. to 270° C. The molten mass is then cooled. It is dissolved in 4 cm3 of a tepid NaHCO3 solution (2% m/v). The solution is decolored with absorbing charcoal, filtered and then adjusted to a pH of 4 using formic acid. The crystalline precipitate obtained is colle... The reactants are O (Water), OC1=C(C=O)C=CC=C1OC (2-hydroxy-3-methoxybenzaldehyde), BrCC(=O)OCC (ethyl bromoacetate), C([O-])([O-])=O.[K+].[K+] (potassium carbonate). Solvent: CN(C=O)C (N,N-dimethylformamide). Yields the product C(C)OC(=O)COC1=C(C=O)C=CC=C1OC (2-ethoxycarbonylmethoxy-3-methoxybenzaldehyde). As a reaction SMILES: [OH:1][C:2]1[C:9]([O:10][CH3:11])=[CH:8][CH:7]=[CH:6][C:3]=1[CH:4]=[O:5].Br[CH2:13][C:14]([O:16][CH2:17][CH3:18])=[O:15].C(=O)([O-])[O-].[K+].[K+].O>CN(C)C=O>[CH2:17]([O:16][C:14]([CH2:13][O:1][C:2]1[C:9]([O:10][CH3:11])=[CH:8][CH:7]=[CH:6][C:3]=1[CH:4]=[O:5])=[O:15])[CH3:18] |f:2.3.4|. Reported procedure: A solution of 2-hydroxy-3-methoxybenzaldehyde (6.08 g), ethyl bromoacetate (4.9 ml) and potassium carbonate (12.14 g) in N,N-dimethylformamide (30 ml) was stirred for 2 hours at ambient temperature. Water was added to the reaction mixture, and the resulting precipitates were collected by filtration and recrystallized with ethanol to give 2-ethoxycarbonylmethoxy-3-methoxybenzaldehyde (5.04 g). Reactants: O=C([O-])[O-], CN(C)CCCCl, CN(C)C=O, Cl, Cl, [K+], [K+], Oc1ccc(-c2nc(CSCCOc3ccccc3)cs2)cc1, C1COCCO1. The product is CN(C)CCCOc1ccc(-c2nc(CSCCOc3ccccc3)cs2)cc1. RXN SMILES: [C:32](=[O:33])([O-:34])[O-:35].[CH3:25][N:26]([CH2:27][CH2:28][CH2:29][Cl:30])[CH3:31].[CH3:39][N:40]([CH3:41])[CH:42]=[O:43].[ClH:24].[ClH:38].[K+:36].[K+:37].[O:1]([c:2]1[cH:3][cH:4][cH:5][cH:6][cH:7]1)[CH2:8][CH2:9][S:10][CH2:11][c:12]1[n:13][c:14](-[c:17]2[cH:18][cH:19][c:20]([OH:23])[cH:21][cH:22]2)[s:15][cH:16]1.[O:44]1[CH2:45][CH2:46][O:47][CH2:48][CH2:49]1>>[O:1]([c:2]1[cH:3][cH:4][cH:5][cH:6][cH:7]1)[CH2:8][CH2:9][S:10][CH2:11][c:12]1[n:13][c:14](-[c:17]2[cH:18][cH:19][c:20]([O:23][CH2:29][CH2:28][CH2:27][N:26]([CH3:25])[CH3:31])[cH:21][cH:22]2)[s:15][cH:16]1. The reactants are CC1=C(C(=CC=C1)C)C1=NC=C(C(=C1)/C=C/N(C)C)[N+](=O)[O-] ({(E)-2-[2-(2,6-dimethyl-phenyl)-5-nitro-pyridin-4-yl]-vinyl}-dimethyl-amine). Reagents/catalysts: [Zn] (zinc). The solvent is C(C)(=O)O (acetic acid). Conditions: time 1 hour. Yields the product CC1=C(C(=CC=C1)C)C=1C=C2C(=CN1)NC=C2 (5-(2,6-dimethyl-phenyl)-1H-pyrrolo[2,3-c]pyridine). Reaction SMILES: [CH3:1][C:2]1[CH:7]=[CH:6][CH:5]=[C:4]([CH3:8])[C:3]=1[C:9]1[CH:14]=[C:13](/[CH:15]=[CH:16]/N(C)C)[C:12]([N+:20]([O-])=O)=[CH:11][N:10]=1>C(O)(=O)C.[Zn]>[CH3:8][C:4]1[CH:5]=[CH:6][CH:7]=[C:2]([CH3:1])[C:3]=1[C:9]1[CH:14]=[C:13]2[CH:15]=[CH:16][NH:20][C:12]2=[CH:11][N:10]=1. Procedure details: To a solution of {(E)-2-[2-(2,6-dimethyl-phenyl)-5-nitro-pyridin-4-yl]-vinyl}-dimethyl-amine (10 g, 33.6 mmol) in glacial acetic acid (150 mL), zinc dust (22 g, 336 mmol) is added and the mixture is stirred at room temperature for 1 h. Temperature is raised to 90° C. at which the mixture is maintained for another 30 min. The resultant suspension is filtered over celite and concentrated under reduced pressure to afford 5-(2,6-dimethyl-phenyl)-1H-pyrrolo[2,3-c]pyridine as a brown solid. Starting materials: FC(C(=O)O)(F)F.CN1[C@@H](CCC1)COC1=CC(=C(C(=O)O)C=C1)N(C(C(F)(F)F)=O)C1CCOCC1 (4-{[(2S)-1-methylpyrrolidin-2-yl]methoxy}-2-[tetrahydro-2H-pyran-4-yl(trifluoroacetyl)amino]benzoic acid trifluoroacetate), TEA, FC=1C=C(CC=2C=C3C(=NNC3=CC2)N)C=C(C1)F (5-(3,5-Difluorobenzyl)-1H-indazol-3-amine), C(C(=O)Cl)(=O)Cl (Oxalyl chloride), CCN(C(C)C)C(C)C (DIPEA), CCOC(=O)C.CO.N (AcOEt MeOH NH3). The reagents and catalysts are CN(C)C=O (DMF). Run in C(Cl)Cl (DCM), C1CCOC1 (THF), C1CCOC1 (THF). Run at time 2 hour. Yields the product FC=1C=C(CC=2C=C3C(=NNC3=CC2)NC(C2=C(C=C(C=C2)OC[C@H]2N(CCC2)C)NC2CCOCC2)=O)C=C(C1)F (N-[5-(3,5-difluorobenzyl)-1H-indazol-3-yl]-4-{[(2S)-1-methylpyrrolidin-2-yl]methoxy}-2-(tetrahydro-2H-pyran-4-ylamino)benzamide). The yield is 45.0%. RXN SMILES: FC(F)(F)C(O)=O.[CH3:8][N:9]1[CH2:13][CH2:12][CH2:11][C@H:10]1[CH2:14][O:15][C:16]1[CH:24]=[CH:23][C:19]([C:20](O)=[O:21])=[C:18]([N:25]([CH:32]2[CH2:37][CH2:36][O:35][CH2:34][CH2:33]2)C(=O)C(F)(F)F)[CH:17]=1.C(Cl)(=O)C(Cl)=O.CCN(C(C)C)C(C)C.[F:53][C:54]1[CH:55]=[C:56]([CH:68]=[C:69]([F:71])[CH:70]=1)[CH2:57][C:58]1[CH:59]=[C:60]2[C:64](=[CH:65][CH:66]=1)[NH:63][N:62]=[C:61]2[NH2:67].CCOC(C)=O.CO.N>C(Cl)Cl.CN(C=O)C.C1COCC1>[F:53][C:54]1[CH:55]=[C:56]([CH:68]=[C:69]([F:71])[CH:70]=1)[CH2:57][C:58]1[CH:59]=[C:60]2[C:64](=[CH:65][CH:66]=1)[NH:63][N:62]=[C:61]2[NH:67][C:20](=[O:21])[C:19]1[CH:23]=[CH:24][C:16]([O:15][CH2:14][C@@H:10]2[CH2:11][CH2:12][CH2:13][N:9]2[CH3:8])=[CH:17][C:18]=1[NH:25][CH:32]1[CH2:33][CH2:34][O:35][CH2:36][CH2:37]1 |f:0.1,5.6.7|. Procedure details: 4-{[(2S)-1-methylpyrrolidin-2-yl]methoxy}-2-[tetrahydro-2H-pyran-4-yl(trifluoroacetyl)amino]benzoic acid trifluoroacetate (1 mmol, 531 mg) was dissolved in DCM and two drops of anhydrous DMF under nitrogen atmosphere. Oxalyl chloride (0.17 ml, 2 mmol) was added and the mixture was stirred at room temperature for 2 hours. Solvents were evaporated to obtain a yellow powder. The solid was redissolved in THF under an argon atmosphere and cooled at −20° C. DIPEA (0.56 ml, 3.2 mmol) was added. 5-(3,5-... The product is C(C(=O)O)(=O)O.FC1=CC2=C(N(C(=N2)\C=C\C=2SC=CC2)C2=NC=CC=C2)C=C1 ((E)-5-Fluoro-1-(2-pyridyl)-2-[2-(2-thienyl)ethenyl]-1H-benzimidazole oxalate). Procedure: Free base of the titled compound was prepared from 4-fluoro-2-amino-N-(2-pyridyl)aniline and (E)-3-(2-thienyl)acryloyl chloride according to the preparation of (E)-1-(2-pyridyl)-2-styryl-1H-benzimidazole (Example 1, method A). The free base and oxalic acid were dissolved into ethyl acetate. Concentration and recrystallization from ethyl acetate/n-hexane yielded the titled compound. The reactants are FC1=CC(=C(NC2=NC=CC=C2)C=C1)N (4-fluoro-2-amino-N-(2-pyridyl)aniline), S1C(=CC=C1)/C=C/C(=O)Cl ((E)-3-(2-thienyl)acryloyl chloride), N1=C(C=CC=C1)N1C(=NC2=C1C=CC=C2)\C=C\C2=CC=CC=C2 ((E)-1-(2-pyridyl)-2-styryl-1H-benzimidazole), C(C(=O)O)(=O)O (oxalic acid). Reaction SMILES: [F:1][C:2]1[CH:14]=[CH:13][C:5]([NH:6][C:7]2[CH:12]=[CH:11][CH:10]=[CH:9][N:8]=2)=[C:4]([NH2:15])[CH:3]=1.[S:16]1[CH:20]=[CH:19][CH:18]=[C:17]1/[CH:21]=[CH:22]/[C:23](Cl)=O.N1C=CC=CC=1N1C2C=CC=CC=2N=C1/C=C/C1C=CC=CC=1.[C:49]([OH:54])(=[O:53])[C:50]([OH:52])=[O:51]>C(OCC)(=O)C>[C:49]([OH:54])(=[O:53])[C:50]([OH:52])=[O:51].[F:1][C:2]1[CH:14]=[CH:13][C:5]2[N:6]([C:7]3[CH:12]=[CH:11][CH:10]=[CH:9][N:8]=3)[C:23](/[CH:22]=[CH:21]/[C:17]3[S:16][CH:20]=[CH:19][CH:18]=3)=[N:15][C:4]=2[CH:3]=1 |f:5.6|. Solvent: C(C)(=O)OCC (ethyl acetate).